Dataset: the Open Reaction Database (ORD), a public repository of structured organic reaction records. Task: describe an organic reaction: reactants, conditions, products, and yield Starting materials: O1C(COCC1)CCO (dioxane-ethanol), [OH-].[K+] (Potassium hydroxide), compound s, FC=1C=C2C(C(NC2=CC1)=O)=O (5-fluoroisatin). Run in O (water). Yields the product FC=1C=C2C(=C3C(=NC2=CC1)C1=C(CCC3)C=C(C=C1)C1=C(C=CC=C1)C)C(=O)O (6,7-Dihydro-10-fluoro-3-(2-tolyl)-5H-benzo[6,7]cyclohepta[1,2-b]quinoline-8-carboxylic acid). Yield: 48.0%. Reaction SMILES: [OH-:1].[K+].[F:3][C:4]1[CH:5]=[C:6]2[C:10](=[CH:11][CH:12]=1)[NH:9][C:8](=[O:13])[C:7]2=O.O1CCO[CH2:17][CH:16]1[CH2:21][CH2:22]O>O>[F:3][C:4]1[CH:5]=[C:6]2[C:10](=[CH:11][CH:12]=1)[N:9]=[C:21]1[C:22]3[CH:6]=[CH:5][C:4]([C:12]4[CH:11]=[CH:10][CH:22]=[CH:21][C:16]=4[CH3:17])=[CH:17][C:16]=3[CH2:21][CH2:22][CH2:17][C:16]1=[C:7]2[C:8]([OH:13])=[O:1] |f:0.1|. Procedure details: Potassium hydroxide (790 mg, 12.0 mmol) was dissolved in 3 ml of water, and 400 mg (2.40 mmol) of 5-fluoroisatin was added thereto. To this was added 600 mg (2.40 mmol) of compound s obtained in Reference Example 19 which was dissolved in dioxane-ethanol (2 ml-4 ml). The mixture was heat-refluxed for 6 days. The solvent was distilled off, and the residue was dissolved in water and washed with ether. The aqueous layer was filtered through Celite, and acetic acid was added to the flitrate. The pre... Reactants: NC=1C(=C(C(=CC1)F)C(C(=O)NCC1=CC=C(C=C1)C#N)OC)F ((RS)-2-(3-amino-2,6-difluoro-phenyl)-N-(4-cyano-benzyl)-2-methoxy-acetamide). The solvent is ClCCl (dichloromethane). Product: C(#N)C1=CC=C(CNC(C(OC)C2=C(C(=CC=C2F)NC2=CC=CC=C2)F)=O)C=C1 ((RS)-N-(4-cyano-benzyl)-2-(2,6-difluoro-3-phenylamino-phenyl)-2-methoxy-acetamide). Yield: 153.9%. Reaction SMILES: [NH2:1][C:2]1[C:3]([F:24])=[C:4]([CH:9]([O:22][CH3:23])[C:10]([NH:12][CH2:13][C:14]2[CH:19]=[CH:18][C:17]([C:20]#[N:21])=[CH:16][CH:15]=2)=[O:11])[C:5]([F:8])=[CH:6][CH:7]=1>ClCCl>[C:20]([C:17]1[CH:18]=[CH:19][C:14]([CH2:13][NH:12][C:10](=[O:11])[CH:9]([C:4]2[C:5]([F:8])=[CH:6][CH:7]=[C:2]([NH:1][C:2]3[CH:3]=[CH:4][CH:5]=[CH:6][CH:7]=3)[C:3]=2[F:24])[O:22][CH3:23])=[CH:15][CH:16]=1)#[N:21]. Reported procedure: To a stirred solution of (RS)-2-(3-amino-2,6-difluoro-phenyl)-N-(4-cyano-benzyl)-2-methoxy-acetamide (130 mg) at rt in dichloromethane were added sucessively dry 4A molecular sieves (50 mg), phenyl boronic acid (96 mg), triethylamine (0.11 ml), copper (II) acetate (71 mg) and TEMPO (67 mg). A “CaCl2 trap” was placed over the flask and stirring at rt was continued over the week-end. Then the solids were filtered off and washed with EtOAc. The dark brown filtrate was concentrated to leave a dark b... The reactants are C(C)(=S)O (thioacetic acid), C(C)(=O)OC1C(C(N1)=O)C (4-acetoxy-3-methylazetidin-2-one). Run in O (water), CC(=O)C (acetone), [OH-].[Na+] (sodium hydroxide). Product: C(C)(=O)SC1C(C(N1)=O)C (4-acetylthio-3-methyl-2-oxoazetidine). RXN SMILES: [C:1]([OH:4])(=[S:3])[CH3:2].C(O[CH:9]1[NH:12][C:11](=[O:13])[CH:10]1[CH3:14])(=O)C>[OH-].[Na+].O.CC(C)=O>[C:1]([S:3][CH:9]1[NH:12][C:11](=[O:13])[CH:10]1[CH3:14])(=[O:4])[CH3:2] |f:2.3|. Procedure: A solution of 0.33 ml of thioacetic acid in 4.5 ml of 1N sodium hydroxide solution is added dropwise at room temperature under a nitrogen atmosphere to a solution of 438 mg (3.06 mmoles) of 4-acetoxy-3-methylazetidin-2-one (produced according to K. Clauss et al., Lieb, Ann. Chem., 1974, 539; racemic mixture of cis- and trans-isomer in a ratio of 3:1; Mp 53°-65°) in 1.13 ml of water and 0.27 ml of acetone, and the mixture is stirred at the same temperature for 3 hours. The reaction mixture is exh... Reactants: C(C)(=O)O[BH-](OC(C)=O)OC(C)=O.[Na+] (sodium triacetoxyborohydride), N[C@]12[C@@H]([C@H]3CC[C@@H]4[C@]5(CC=C(C([C@@H]5CC[C@]4([C@@]3(CC1)C)C)(C)C)C1=CC=C(C(=O)OC)C=C1)C)[C@@H](CC2)C(=C)C (methyl 4-((1R,3aS,5aR,5bR,7aR,11aS,11bR,13aR,13bR)-3a-amino-5a,5b,8,8,11a-pentamethyl-1-(prop-1-en-2-yl)-2,3,3a,4,5,5a,5b,6,7,7a,8,11,11a,11b,12,13,13a,13b-octadecahydro-1H-cyclopenta[a]chrysen-9-yl)benzoate), O=CCNC(OC(C)(C)C)=O (tert-butyl 2-oxoethylcarbamate). Reagents/catalysts: C(C)(C)O[Ti](OC(C)C)(OC(C)C)OC(C)C (tetraisopropoxytitanium). Run in ClCCCl (DCE). Conditions: time 1 hour. The product is C(C)(C)(C)OC(=O)NCCN[C@]12[C@@H]([C@H]3CC[C@@H]4[C@]5(CC=C(C([C@@H]5CC[C@]4([C@@]3(CC1)C)C)(C)C)C1=CC=C(C(=O)OC)C=C1)C)[C@@H](CC2)C(=C)C (methyl 4-((1R,3aS,5aR,5bR,7aR,11aS,11bR,13aR,13bR)-3a-(2-(tert-butoxycarbonylamino)ethylamino)-5a,5b,8,8,11a-pentamethyl-1-(prop-1-en-2-yl)-2,3,3a,4,5,5a,5b,6,7,7a,8,11,11a,11b,12,13,13a,13b-octadecahydro-1H-cyclopenta[a]chrysen-9-yl)benzoate). Reaction SMILES: [NH2:1][C@:2]12[CH2:37][CH2:36][C@@H:35]([C:38]([CH3:40])=[CH2:39])[C@@H:3]1[C@@H:4]1[C@@:17]([CH3:20])([CH2:18][CH2:19]2)[C@@:16]2([CH3:21])[C@@H:7]([C@:8]3([CH3:34])[C@@H:13]([CH2:14][CH2:15]2)[C:12]([CH3:23])([CH3:22])[C:11]([C:24]2[CH:33]=[CH:32][C:27]([C:28]([O:30][CH3:31])=[O:29])=[CH:26][CH:25]=2)=[CH:10][CH2:9]3)[CH2:6][CH2:5]1.O=[CH:42][CH2:43][NH:44][C:45](=[O:51])[O:46][C:47]([CH3:50])([CH3:49])[CH3:48].C(O[BH-](OC(=O)C)OC(=O)C)(=O)C.[Na+]>ClCCCl.C(O[Ti](OC(C)C)(OC(C)C)OC(C)C)(C)C>[C:47]([O:46][C:45]([NH:44][CH2:43][CH2:42][NH:1][C@:2]12[CH2:37][CH2:36][C@@H:35]([C:38]([CH3:40])=[CH2:39])[C@@H:3]1[C@@H:4]1[C@@:17]([CH3:20])([CH2:18][CH2:19]2)[C@@:16]2([CH3:21])[C@@H:7]([C@:8]3([CH3:34])[C@@H:13]([CH2:14][CH2:15]2)[C:12]([CH3:22])([CH3:23])[C:11]([C:24]2[CH:25]=[CH:26][C:27]([C:28]([O:30][CH3:31])=[O:29])=[CH:32][CH:33]=2)=[CH:10][CH2:9]3)[CH2:6][CH2:5]1)=[O:51])([CH3:50])([CH3:49])[CH3:48] |f:2.3|. Reported procedure: To methyl 4-((1R,3aS,5aR,5bR,7aR,11aS,11bR,13aR,13bR)-3a-amino-5a,5b,8,8,11a-pentamethyl-1-(prop-1-en-2-yl)-2,3,3a,4,5,5a,5b,6,7,7a,8,11,11a,11b,12,13,13a,13b-octadecahydro-1H-cyclopenta[a]chrysen-9-yl)benzoate (1.00 g, 1.84 mmol) in DCE (5 mL) was added tert-butyl 2-oxoethylcarbamate (1.17 g, 7.36 mmol) and tetraisopropoxytitanium (0.700 mL, 2.39 mmol). The reaction mixture was stirred for 1 h, then sodium triacetoxyborohydride (1.17 g, 5.52 mmol) was added. The reaction mixture was stirred for... Starting materials: O=Cc1ccc(Br)cc1F, [C-]#N, CN(C)C=O, [Cl-], Cl, O. The product is N#Cc1ccc(C=O)c(F)c1. Reaction SMILES: [Br:1][c:2]1[cH:3][c:4]([F:10])[c:5]([CH:6]=[O:7])[cH:8][cH:9]1.[C-:11]#[N:12].[CH3:15][N:16]([CH3:17])[CH:18]=[O:19].[Cl-:13].[ClH:20].[OH2:14]>>[c:2]1([C:11]#[N:12])[cH:3][c:4]([F:10])[c:5]([CH:6]=[O:7])[cH:8][cH:9]1.